From a dataset of the Open Reaction Database (ORD), a public repository of structured organic reaction records. describe an organic reaction: reactants, conditions, products, and yield Starting materials: [Al+3], COC(=O)c1nc(NC(C)=O)sc1-c1ccccc1, C1CCOC1, [H-], [H-], [H-], [H-], [Li+]. Product: CC(=O)Nc1nc(C=O)c(-c2ccccc2)s1. Reaction SMILES: [Al+3:21].[C:1]([CH3:2])(=[O:3])[NH:4][c:5]1[s:6][c:7](-[c:14]2[cH:15][cH:16][cH:17][cH:18][cH:19]2)[c:8]([C:10](=[O:11])[O:12][CH3:13])[n:9]1.[CH2:26]1[O:27][CH2:28][CH2:29][CH2:30]1.[H-:20].[H-:23].[H-:24].[H-:25].[Li+:22]>>[C:1]([CH3:2])(=[O:3])[NH:4][c:5]1[s:6][c:7](-[c:14]2[cH:15][cH:16][cH:17][cH:18][cH:19]2)[c:8]([CH:10]=[O:11])[n:9]1. The reactants are [BH4-], [Na+], C1CCOC1, CCOC(=O)C(=O)c1cnc(C2OCCO2)s1. The product is CCOC(=O)C(O)c1cnc(C2OCCO2)s1. RXN SMILES: [BH4-:1].[Na+:2].[O:20]1[CH2:21][CH2:22][CH2:23][CH2:24]1.[O:3]1[CH:4]([c:8]2[s:9][c:10]([C:13]([C:14](=[O:15])[O:16][CH2:17][CH3:18])=[O:19])[cH:11][n:12]2)[O:5][CH2:6][CH2:7]1>>[O:3]1[CH:4]([c:8]2[s:9][c:10]([CH:13]([C:14](=[O:15])[O:16][CH2:17][CH3:18])[OH:19])[cH:11][n:12]2)[O:5][CH2:6][CH2:7]1. Reactants: [Cl-].[NH4+] (ammonium chloride), CC1=NN(C(C1)C)CC(=O)OCC (ethyl 4,5-dihydro-3,5-dimethyl-1H-pyrazole-1-acetate), CC1=NN(C(C1)C)CC(=O)OCC (ethyl 4,5-dihydro-3,5-dimethyl-1H-pyrazole-1-acetate), [OH-].[Li+] (lithium hydroxide), CO (methanol). The solvent is O (water), O1CCCC1 (tetrahydrofuran). Run at time 8 hour. Yields the product CC1=NN(C(C1)C)CC(=O)O (4,5-dihydro-3,5-dimethyl-1H-pyrazole-1-acetic acid). RXN SMILES: [CH3:1][C:2]1[CH2:6][CH:5]([CH3:7])[N:4]([CH2:8][C:9]([O:11]CC)=[O:10])[N:3]=1.[OH-].[Li+].CO.[Cl-].[NH4+]>O.O1CCCC1>[CH3:1][C:2]1[CH2:6][CH:5]([CH3:7])[N:4]([CH2:8][C:9]([OH:11])=[O:10])[N:3]=1 |f:1.2,4.5|. Reported procedure: A mixture of ethyl 4,5-dihydro-3,5-dimethyl-1H-pyrazole-1-acetate (i.e. the product of Step A) (0.26 g, 0.0014 mol) and lithium hydroxide (0.072 g, 3 mmol) in a solution of methanol (2 mL), tetrahydrofuran (2 mL) and water (2 mL) was stirred overnight at room temperature. Saturated aqueous ammonium chloride solution was added to the reaction mixture, and the mixture was concentrated under reduced pressure. The resulting residue was dissolved in ethyl acetate, and the organic layer was concentrat... Reactants: C(=O)(OCC)CCCCCCC1C(C(CC1C(C)=O)C(C)=O)C#N (2-(6'-carboethoxyhexyl)-3,5-diacetyl-cyclopentanecarbonitrile), ClC1=CC(=CC=C1)C(=O)OO (meta-chloroperbenzoic acid), solution, solution, [I-].[Na+] (sodium iodide), S(=S)(=O)([O-])[O-].[Na+].[Na+] (sodium thiosulfate). The solvent is C(Cl)(Cl)Cl (chloroform). Run at time 4 day. Yields the product C(=O)(OCC)CCCCCCC1C(C(CC1OC(C)=O)OC(C)=O)C#N (2-(6'-carboethoxyhexyl)-3,5-diacetoxy-cyclopentanecarbonitrile). Isolated yield 73.0%. Reaction SMILES: [C:1]([CH2:6][CH2:7][CH2:8][CH2:9][CH2:10][CH2:11][CH:12]1[CH:16](C(=O)C)[CH2:15][CH:14](C(=O)C)[CH:13]1[C:23]#[N:24])([O:3][CH2:4][CH3:5])=[O:2].ClC1C=CC=[C:28]([C:32]([O:34]O)=[O:33])C=1.[I-].[Na+].S([O-])([O-])(=O)=S.[Na+].[Na+]>C(Cl)(Cl)Cl>[C:1]([CH2:6][CH2:7][CH2:8][CH2:9][CH2:10][CH2:11][CH:12]1[CH:16]([O:3][C:1](=[O:2])[CH3:6])[CH2:15][CH:14]([O:34][C:32](=[O:33])[CH3:28])[CH:13]1[C:23]#[N:24])([O:3][CH2:4][CH3:5])=[O:2] |f:2.3,4.5.6|. Procedure details: Five hundred milligrams of 2-(6'-carboethoxyhexyl)-3,5-diacetyl-cyclopentanecarbonitrile and 600 mg of meta-chloroperbenzoic acid were dissolved in 30 ml of chloroform, and the solution was allowed to stand for 4 days at room temperature. The reaction mixture was then treated with a 5% solution of sodium iodide and then with a 10% solution of sodium thiosulfate. Five hundred (500) milligrams of the resulting oily substance was purified by chromatography on silica gel to yield 200 mg of 2-(6'-car... Starting materials: C(C)(=O)O[BH-](OC(C)=O)OC(C)=O.[Na+] (sodium triacetoxyborohydride), C([O-])(O)=O.[Na+] (sodium bicarbonate), N1CCC(CC1)N1C=CC2=CC=C(C=C12)C(=O)N (1-(piperidin-4-yl)-1H-indole-6-carboxamide), COC1=CC=C2C(CC(OC2=C1CC=O)(C)C)=O ((7-methoxy-2,2-dimethyl-4-oxochroman-8-yl)acetaldehyde). The solvent is C(Cl)Cl (methylene chloride), C(C)(=O)O (acetic acid). Run at time 15 minute. The product is COC1=CC=C2C(CC(OC2=C1CCN1CCC(CC1)N1C=CC2=CC=C(C=C12)C(=O)N)(C)C)=O (1-(1-(2-(7-Methoxy-2,2-dimethyl-4-oxochroman-8-yl)ethyl)piperidin-4-yl)-1H-indole-6-carboxamide). The yield is 93.8%. As a reaction SMILES: [NH:1]1[CH2:6][CH2:5][CH:4]([N:7]2[C:15]3[C:10](=[CH:11][CH:12]=[C:13]([C:16]([NH2:18])=[O:17])[CH:14]=3)[CH:9]=[CH:8]2)[CH2:3][CH2:2]1.[CH3:19][O:20][C:21]1[C:30]([CH2:31][CH:32]=O)=[C:29]2[C:24]([C:25](=[O:36])[CH2:26][C:27]([CH3:35])([CH3:34])[O:28]2)=[CH:23][CH:22]=1.C(O[BH-](OC(=O)C)OC(=O)C)(=O)C.[Na+].C(=O)(O)[O-].[Na+]>C(Cl)Cl.C(O)(=O)C>[CH3:19][O:20][C:21]1[C:30]([CH2:31][CH2:32][N:1]2[CH2:2][CH2:3][CH:4]([N:7]3[C:15]4[C:10](=[CH:11][CH:12]=[C:13]([C:16]([NH2:18])=[O:17])[CH:14]=4)[CH:9]=[CH:8]3)[CH2:5][CH2:6]2)=[C:29]2[C:24]([C:25](=[O:36])[CH2:26][C:27]([CH3:35])([CH3:34])[O:28]2)=[CH:23][CH:22]=1 |f:2.3,4.5|. Reported procedure: 120 mg of 1-(piperidin-4-yl)-1H-indole-6-carboxamide and 163 mg of (7-methoxy-2,2-dimethyl-4-oxochroman-8-yl)acetaldehyde were dissolved in 10 ml of methylene chloride. Thereafter, 0.06 ml of acetic acid was added to the reaction solution, and the obtained mixture was then stirred at room temperature for 15 minutes. Thereafter, 157 mg of sodium triacetoxyborohydride was added to the reaction solution, and the obtained mixture was then stirred at room temperature for 1 hour. Thereafter, a saturat... Reactants: Cl.C1(CC1)COC1=C(C=CC(=C1)OC)C1=C2C(=NC=C1)C(=C(N2)C)C(=O)NC2CCNCC2 (7-[2-(cyclopropylmethoxy)-4-methoxyphenyl]-2-methyl-N-(piperidin-4-yl)-1H-pyrrolo[3,2-b]pyridine-3-carboxamide hydrochloride), COCC(=O)Cl (methoxy-acetyl chloride). Product: C1(CC1)COC1=C(C=CC(=C1)OC)C1=C2C(=NC=C1)C(=C(N2)C)C(=O)NC2CCN(CC2)C(COC)=O (7-[2-(Cyclopropylmethoxy)-4-methoxyphenyl]-N-[1-(methoxyacetyl)piperidin-4-yl]-2-methyl-1H-pyrrolo[3,2-b]pyridine-3-carboxamide). RXN SMILES: Cl.[CH:2]1([CH2:5][O:6][C:7]2[CH:12]=[C:11]([O:13][CH3:14])[CH:10]=[CH:9][C:8]=2[C:15]2[CH:20]=[CH:19][N:18]=[C:17]3[C:21]([C:25]([NH:27][CH:28]4[CH2:33][CH2:32][NH:31][CH2:30][CH2:29]4)=[O:26])=[C:22]([CH3:24])[NH:23][C:16]=23)[CH2:4][CH2:3]1.[CH3:34][O:35][CH2:36][C:37](Cl)=[O:38]>>[CH:2]1([CH2:5][O:6][C:7]2[CH:12]=[C:11]([O:13][CH3:14])[CH:10]=[CH:9][C:8]=2[C:15]2[CH:20]=[CH:19][N:18]=[C:17]3[C:21]([C:25]([NH:27][CH:28]4[CH2:29][CH2:30][N:31]([C:37](=[O:38])[CH2:36][O:35][CH3:34])[CH2:32][CH2:33]4)=[O:26])=[C:22]([CH3:24])[NH:23][C:16]=23)[CH2:4][CH2:3]1 |f:0.1|. Procedure: Starting from 7-[2-(cyclopropylmethoxy)-4-methoxyphenyl]-2-methyl-N-(piperidin-4-yl)-1H-pyrrolo[3,2-b]pyridine-3-carboxamide hydrochloride (example D.f11) and commercially methoxy-acetyl chloride the title compound is obtained as colorless solid. The product is C(F)(F)(C(F)(F)C(F)(F)F)OC(F)C(F)(F)F (C3F7OCHFCF3). Isolated yield 1.0%. Reaction SMILES: [C:1]([F:16])([O:5][C:6]([F:15])([F:14])[C:7]([F:13])([F:12])[C:8]([F:11])([F:10])[F:9])=[C:2]([F:4])[F:3].[Si]([F:21])(C)(C)C>>[C:6]([O:5][CH:1]([C:2]([F:21])([F:4])[F:3])[F:16])([C:7]([C:8]([F:10])([F:9])[F:11])([F:12])[F:13])([F:14])[F:15]. The reactants are C(=C(F)F)(OC(C(C(F)(F)F)(F)F)(F)F)F (PPVE), [Si](C)(C)(C)F (TMSF), TMS ester. Procedure details: Example 8 was repeated using the same reactor and catalyst/support charge. CF3CF2CF2OCF(CF3)CO2SiMe3 (16.20 g, 40.3 mmol) was added dropwise over 1.5 hr. There was obtained 13.94 g of liquid product consisting of an equimolar mixture of PPVE and TMSF. Less than 0.2% starting TMS ester remained, and less than 1% C3F7OCHFCF3 was produced.